This data is from the Open Reaction Database (ORD), a public repository of structured organic reaction records. The task is: describe an organic reaction: reactants, conditions, products, and yield The reactants are CCO, NC(=O)C1CCc2cc([N+](=O)[O-])ccc2O1. The product is NC(=O)C1CCc2cc(N)ccc2O1. RXN SMILES: [CH3:17][CH2:18][OH:19].[N+:1]([O-:2])(=[O:3])[c:4]1[cH:5][c:6]2[c:11]([cH:12][cH:13]1)[O:10][CH:9]([C:14](=[O:15])[NH2:16])[CH2:8][CH2:7]2>>[NH2:1][c:4]1[cH:5][c:6]2[c:11]([cH:12][cH:13]1)[O:10][CH:9]([C:14](=[O:15])[NH2:16])[CH2:8][CH2:7]2. Reactants: O (water), S1CC=NC2=C1C=CC=C2 (2H-1,4-benzothiazine), ClC1=CC=C(C=O)C=C1 (4-chlorobenzaldehyde), C[O-].[Na+] (sodium methylate). Solvent: CN(C=O)C (dimethylformamide). Yields the product ClC1=CC=C(C=C1)C=C1SC2=C(NC1=O)C=CC=C2 (2-(4-Chlorophenylmethylidene)-2H-1,4-benzothiazine-3(4H)-one). Isolated yield 85.6%. As a reaction SMILES: [S:1]1[C:6]2[CH:7]=[CH:8][CH:9]=[CH:10][C:5]=2[N:4]=[CH:3][CH2:2]1.[Cl:11][C:12]1[CH:19]=[CH:18][C:15]([CH:16]=O)=[CH:14][CH:13]=1.C[O-:21].[Na+].O>CN(C)C=O>[Cl:11][C:12]1[CH:19]=[CH:18][C:15]([CH:16]=[C:2]2[C:3](=[O:21])[NH:4][C:5]3[CH:10]=[CH:9][CH:8]=[CH:7][C:6]=3[S:1]2)=[CH:14][CH:13]=1 |f:2.3|. Reported procedure: A solution of 2H-1,4-benzothiazine-3(4H-one (2 g) and 4-chlorobenzaldehyde (2.6 g) in dimethylformamide (15 ml) was treated with sodium methylate (0.98 g). The temperature of the mixture rose spontaneously. After cooling to room temperature, the reaction mixture was stirred and heated at 110° C. with a continuous removal of a low boiling substance for 3 hours. The reaction mixture was cooled to 30° C., and poured onto 100 ml of iced water. The resulted yellow solid was filtered and recrystallize... Starting materials: C1CCOC1, CCOC(=O)CP(=O)(OCC)OCC, [H-], [Na+], COc1cc(C=O)cc(OC)c1O. The product is CCOC(=O)C=Cc1cc(OC)c(O)c(OC)c1. Reaction SMILES: [CH2:30]1[O:31][CH2:32][CH2:33][CH2:34]1.[CH3:1][CH2:2][O:3][C:4](=[O:5])[CH2:6][P:7]([O:8][CH2:9][CH3:10])([O:11][CH2:12][CH3:13])=[O:14].[H-:16].[Na+:15].[OH:17][c:18]1[c:19]([O:28][CH3:29])[cH:20][c:21]([CH:22]=[O:23])[cH:24][c:25]1[O:26][CH3:27]>>[CH3:1][CH2:2][O:3][C:4](=[O:5])[CH:6]=[CH:22][c:21]1[cH:20][c:19]([O:28][CH3:29])[c:18]([OH:17])[c:25]([O:26][CH3:27])[cH:24]1. The reactants are N1(CCCCC1)C1=CC=C(C=N1)NC(OC(C)(C)C)=O (tert-butyl 6-(piperidin-1-yl)pyridin-3-ylcarbamate), Cl (hydrochloric acid). Solvent: CCOCC (ether). Yields the product Cl.Cl.N1(CCCCC1)C1=CC=C(C=N1)N (6-(piperidin-1-yl)pyridin-3-amine dihydrochloride). RXN SMILES: [N:1]1([C:7]2[N:12]=[CH:11][C:10]([NH:13]C(=O)OC(C)(C)C)=[CH:9][CH:8]=2)[CH2:6][CH2:5][CH2:4][CH2:3][CH2:2]1.[ClH:21]>CCOCC>[ClH:21].[ClH:21].[N:1]1([C:7]2[N:12]=[CH:11][C:10]([NH2:13])=[CH:9][CH:8]=2)[CH2:2][CH2:3][CH2:4][CH2:5][CH2:6]1 |f:3.4.5|. Procedure: The product from Example 144B (1.00 g, 3.62 mmol) was added slowly to 4 M hydrochloric acid (10 mL, 40 mmol) and stirred at room temperature. After stirring overnight, ether was added and the solid filtered. Dried in vacuum oven to a white solid (0.817 g; 84%). 1H NMR (400 MHz, methanol-d4) δ 1.77 (s, 6H), 3.65 (s, 4H), 7.41 (d, J=9.8 Hz, 1H), 7.70 (d, J=2.6 Hz, 1H), 7.79 (dd, J=2.7, 9.8 Hz, 1H). The reactants are N#Cc1ccc2c(c1)[nH]c1ncnc(O)c12, O=P(Cl)(Cl)Cl. Yields the product N#Cc1ccc2c(c1)[nH]c1ncnc(Cl)c12. As a reaction SMILES: [OH:1][c:2]1[n:3][cH:4][n:5][c:6]2[nH:7][c:8]3[cH:9][c:10]([C:15]#[N:16])[cH:11][cH:12][c:13]3[c:14]12.[P:17]([Cl:18])([Cl:19])([Cl:20])=[O:21]>>[c:2]1([Cl:19])[n:3][cH:4][n:5][c:6]2[nH:7][c:8]3[cH:9][c:10]([C:15]#[N:16])[cH:11][cH:12][c:13]3[c:14]12. The product is CC(Nc1ccc(F)c(F)c1F)C(=O)O. The reactants are COC(=O)C(C)Nc1ccc(F)c(F)c1F, O=P([O-])([O-])[O-]. RXN SMILES: [F:1][c:2]1[c:3]([NH:4][CH:5]([C:6](=[O:7])[O:8][CH3:9])[CH3:10])[cH:11][cH:12][c:13]([F:16])[c:14]1[F:15].[O-:17][P:18](=[O:19])([O-:20])[O-:21]>>[F:1][c:2]1[c:3]([NH:4][CH:5]([C:6](=[O:7])[OH:8])[CH3:10])[cH:11][cH:12][c:13]([F:16])[c:14]1[F:15]. The reactants are COCOc1cccnc1Br, COCOc1ccc(Br)cc1CC#N, C1CCOC1, [H-], [Na+], [Na+], Cc1ccc(S(=O)[O-])cc1. Product: COCOc1ccc(Br)cc1C(C#N)c1ncccc1OCOC. Reaction SMILES: [Br:15][c:16]1[n:17][cH:18][cH:19][cH:20][c:21]1[O:22][CH2:23][O:24][CH3:25].[Br:1][c:2]1[cH:3][cH:4][c:5]([O:11][CH2:12][O:13][CH3:14])[c:6]([CH2:7][C:8]#[N:9])[cH:10]1.[CH2:39]1[O:40][CH2:41][CH2:42][CH2:43]1.[H-:37].[Na+:36].[Na+:38].[c:26]1([CH3:27])[cH:28][cH:29][c:30]([S:31]([O-:32])=[O:33])[cH:34][cH:35]1>>[Br:1][c:2]1[cH:3][cH:4][c:5]([O:11][CH2:12][O:13][CH3:14])[c:6]([CH:7]([C:8]#[N:9])[c:16]2[n:17][cH:18][cH:19][cH:20][c:21]2[O:22][CH2:23][O:24][CH3:25])[cH:10]1.